From a dataset of the Open Reaction Database (ORD), a public repository of structured organic reaction records. describe an organic reaction: reactants, conditions, products, and yield Reactants: CCOCC, CNCc1cc2nc(Cl)nc(N3CCOCC3)c2s1, O=Cc1ccncc1. Yields the product CN(Cc1ccncc1)Cc1cc2nc(Cl)nc(N3CCOCC3)c2s1. As a reaction SMILES: [CH3:28][CH2:29][O:30][CH2:31][CH3:32].[Cl:1][c:2]1[n:3][c:4]([N:14]2[CH2:15][CH2:16][O:17][CH2:18][CH2:19]2)[c:5]2[c:6]([n:7]1)[cH:8][c:9]([CH2:11][NH:12][CH3:13])[s:10]2.[n:20]1[cH:21][cH:22][c:23]([CH:26]=[O:27])[cH:24][cH:25]1>>[Cl:1][c:2]1[n:3][c:4]([N:14]2[CH2:15][CH2:16][O:17][CH2:18][CH2:19]2)[c:5]2[c:6]([n:7]1)[cH:8][c:9]([CH2:11][N:12]([CH3:13])[CH2:26][c:23]1[cH:22][cH:21][n:20][cH:25][cH:24]1)[s:10]2. Starting materials: CCN1CCNCC1, CSC1=NC(=O)C(=Cc2ccc3c(cnn3Cc3ccc(C(F)(F)F)cc3C(F)(F)F)c2)S1. The product is CCN1CCN(C2=NC(=O)C(=Cc3ccc4c(cnn4Cc4ccc(C(F)(F)F)cc4C(F)(F)F)c3)S2)CC1. As a reaction SMILES: [CH2:34]([CH3:35])[N:36]1[CH2:37][CH2:38][NH:39][CH2:40][CH2:41]1.[F:1][C:2]([c:3]1[c:4]([CH2:5][n:6]2[n:7][cH:8][c:9]3[cH:10][c:11]([CH:15]=[C:16]4[C:17](=[O:23])[N:18]=[C:19]([S:21][CH3:22])[S:20]4)[cH:12][cH:13][c:14]23)[cH:24][cH:25][c:26]([C:28]([F:29])([F:30])[F:31])[cH:27]1)([F:32])[F:33]>>[F:1][C:2]([c:3]1[c:4]([CH2:5][n:6]2[n:7][cH:8][c:9]3[cH:10][c:11]([CH:15]=[C:16]4[C:17](=[O:23])[N:18]=[C:19]([N:39]5[CH2:38][CH2:37][N:36]([CH2:34][CH3:35])[CH2:41][CH2:40]5)[S:20]4)[cH:12][cH:13][c:14]23)[cH:24][cH:25][c:26]([C:28]([F:29])([F:30])[F:31])[cH:27]1)([F:32])[F:33]. Reactants: Oc1nccc2ccncc12, O=P(Cl)(Cl)Cl. Yields the product Clc1nccc2ccncc12. As a reaction SMILES: [OH:1][c:2]1[n:3][cH:4][cH:5][c:6]2[cH:7][cH:8][n:9][cH:10][c:11]12.[P:12]([Cl:13])([Cl:14])([Cl:15])=[O:16]>>[c:2]1([Cl:14])[n:3][cH:4][cH:5][c:6]2[cH:7][cH:8][n:9][cH:10][c:11]12. Starting materials: CC(=O)O, COc1cc(N2CCC3(CC2)OCCO3)ccc1Cl, O=C1CCC(=O)N1Cl, [Na+], [OH-], O. Product: COc1cc(N2CCC3(CC2)OCCO3)c(Cl)cc1Cl. RXN SMILES: [C:31]([OH:32])(=[O:33])[CH3:34].[Cl:1][c:2]1[c:3]([O:18][CH3:19])[cH:4][c:5]([N:8]2[CH2:9][CH2:10][C:11]3([O:12][CH2:13][CH2:14][O:15]3)[CH2:16][CH2:17]2)[cH:6][cH:7]1.[Cl:20][N:21]1[C:22](=[O:23])[CH2:24][CH2:25][C:26]1=[O:27].[Na+:30].[OH-:29].[OH2:28]>>[Cl:1][c:2]1[c:3]([O:18][CH3:19])[cH:4][c:5]([N:8]2[CH2:9][CH2:10][C:11]3([O:12][CH2:13][CH2:14][O:15]3)[CH2:16][CH2:17]2)[c:6]([Cl:20])[cH:7]1. The reactants are [OH-].[K+] (potassium hydroxide), FC(C(=O)NC=1SC=C(N1)CC(=O)OCC)(F)F (ethyl 2-trifluoroacetamidothiazol-4-ylacetate). Run in O (water). The product is FC(C(=O)NC=1SC=C(N1)CC(=O)O)(F)F (2-trifluoroacetamidothiazol-4-ylacetic acid). Isolated yield 66.9%. RXN SMILES: [OH-].[K+].[F:3][C:4]([F:20])([F:19])[C:5]([NH:7][C:8]1[S:9][CH:10]=[C:11]([CH2:13][C:14]([O:16]CC)=[O:15])[N:12]=1)=[O:6]>O>[F:20][C:4]([F:3])([F:19])[C:5]([NH:7][C:8]1[S:9][CH:10]=[C:11]([CH2:13][C:14]([OH:16])=[O:15])[N:12]=1)=[O:6] |f:0.1|. Procedure details: To a solution of potassium hydroxide (4.2 g.) in water (100 ml.) was added ethyl 2-trifluoroacetamidothiazol-4-ylacetate (14.1 g.) at room temperature with stirring, and the mixture was stirred for 1 hour at room temperature. After the reaction, the reaction mixture was washed with ethyl acetate and adjusted to about pH 3 with 10% hydrochloric acid under ice-cooling and stirring. The precipitated solid was collected by filtration and dried over phosphorus pentoxide to give 2-trifluoroacetamidoth... The reactants are BrCc1ccccc1, [K+], [K+], O=C([O-])[O-], CN(C)C=O, O=c1[nH]c2ccc(O)cc2nc1-c1cccs1. Yields the product O=c1[nH]c2ccc(OCc3ccccc3)cc2nc1-c1cccs1. RXN SMILES: [Br:18][CH2:19][c:20]1[cH:21][cH:22][cH:23][cH:24][cH:25]1.[K+:26].[K+:27].[O-:28][C:29]([O-:30])=[O:31].[O:32]=[CH:33][N:34]([CH3:35])[CH3:36].[OH:1][c:2]1[cH:3][c:4]2[n:5][c:6](-[c:13]3[s:14][cH:15][cH:16][cH:17]3)[c:7](=[O:12])[nH:8][c:9]2[cH:10][cH:11]1>>[O:1]([c:2]1[cH:3][c:4]2[n:5][c:6](-[c:13]3[s:14][cH:15][cH:16][cH:17]3)[c:7](=[O:12])[nH:8][c:9]2[cH:10][cH:11]1)[CH2:19][c:20]1[cH:21][cH:22][cH:23][cH:24][cH:25]1.